Dataset: the Open Reaction Database (ORD), a public repository of structured organic reaction records. Task: describe an organic reaction: reactants, conditions, products, and yield Starting materials: O1COC2=C1C=CC(=C2)C2(CC2)C(=O)NC2=NC=C(C=C2)C(C2=C(C=CC=C2)OC)O (1-(benzo[d][1,3]dioxol-5-yl)-N-(5-(hydroxy(2-methoxyphenyl)methyl)pyridin-2-yl)cyclopropanecarboxamide), C(C)(C)N(CCO)C(C)C (2-(diisopropylamino)ethanol), C1(CC1)C(=O)N (cyclopropanecarboxamide). The product is O1COC2=C1C=CC(=C2)C2(CC2)C(=O)NC2=NC=C(C=C2)C(C2=C(C=CC=C2)OC)OCCN(C(C)C)C(C)C (1-(Benzo[d][1,3]dioxol-5-yl)-N-(5-((2-(diisopropylamino)ethoxy)(2-methoxyphenyl)methyl)pyridin-2-yl)cyclopropanecarboxamide). As a reaction SMILES: [O:1]1[C:5]2[CH:6]=[CH:7][C:8]([C:10]3([C:13]([NH:15][C:16]4[CH:21]=[CH:20][C:19]([CH:22]([OH:31])[C:23]5[CH:28]=[CH:27][CH:26]=[CH:25][C:24]=5[O:29][CH3:30])=[CH:18][N:17]=4)=[O:14])[CH2:12][CH2:11]3)=[CH:9][C:4]=2[O:3][CH2:2]1.[CH:32]([N:35]([CH:39]([CH3:41])[CH3:40])[CH2:36][CH2:37]O)([CH3:34])[CH3:33].C1(C(N)=O)CC1>>[O:1]1[C:5]2[CH:6]=[CH:7][C:8]([C:10]3([C:13]([NH:15][C:16]4[CH:21]=[CH:20][C:19]([CH:22]([O:31][CH2:37][CH2:36][N:35]([CH:39]([CH3:41])[CH3:40])[CH:32]([CH3:34])[CH3:33])[C:23]5[CH:28]=[CH:27][CH:26]=[CH:25][C:24]=5[O:29][CH3:30])=[CH:18][N:17]=4)=[O:14])[CH2:12][CH2:11]3)=[CH:9][C:4]=2[O:3][CH2:2]1. Reported procedure: 1-(Benzo[d][1,3]dioxol-5-yl)-N-(5-((2-(diisopropylamino)ethoxy)(2-methoxyphenyl)methyl)pyridin-2-yl)cyclopropanecarboxamide was prepared from 1-(benzo[d][1,3]dioxol-5-yl)-N-(5-(hydroxy(2-methoxyphenyl)methyl)pyridin-2-yl)cyclopropanecarboxamide and 2-(diisopropylamino)ethanol in a manner analogous to that of 1-(benzo[d][1,3]dioxol-5-yl)-N-(5-(3-hydroxypropoxy)(2-methoxyphenyl)methyl)pyridin-2-yl)cyclopropanecarboxamide. Starting materials: C[O-], C=Cc1ccncc1, OC(c1ccccc1)c1ccccc1, Cl, [Na+]. Product: c1ccc(C(OCCc2ccncc2)c2ccccc2)cc1. Reaction SMILES: [CH3:23][O-:24].[CH:1](=[CH2:2])[c:3]1[cH:4][cH:5][n:6][cH:7][cH:8]1.[CH:9]([c:10]1[cH:11][cH:12][cH:13][cH:14][cH:15]1)([c:16]1[cH:17][cH:18][cH:19][cH:20][cH:21]1)[OH:22].[ClH:26].[Na+:25]>>[CH2:1]([CH2:2][O:22][CH:9]([c:10]1[cH:11][cH:12][cH:13][cH:14][cH:15]1)[c:16]1[cH:17][cH:18][cH:19][cH:20][cH:21]1)[c:3]1[cH:4][cH:5][n:6][cH:7][cH:8]1. Starting materials: COC(CCCCCC[C@H]1C2C(C[C@@H]1C=CC(CCCCC)O)OCCO2)=O (9-ethylenedioxy-15-hydroxyprost-13-enoic acid methyl ester), CO (methanol), C1(=CC=C(C=C1)S(=O)(=O)O)C (p-toluenesulfonic acid). Solvent: CCOCC (ether). Reaction conditions: time 8 hour. Product: COC(CCCCCC[C@H]1C(CC[C@@H]1C=CC(CCCCC)O)=O)=O (15-hydroxy-9-oxoprost-13-enoic acid methyl ester). As a reaction SMILES: [CH3:1][O:2][C:3](=[O:28])[CH2:4][CH2:5][CH2:6][CH2:7][CH2:8][CH2:9][C@@H:10]1[C@@H:14]([CH:15]=[CH:16][CH:17]([OH:23])[CH2:18][CH2:19][CH2:20][CH2:21][CH3:22])[CH2:13][CH:12]2OCC[O:27][CH:11]12.CO.C1(C)C=CC(S(O)(=O)=O)=CC=1>CCOCC>[CH3:1][O:2][C:3](=[O:28])[CH2:4][CH2:5][CH2:6][CH2:7][CH2:8][CH2:9][C@@H:10]1[C@@H:14]([CH:15]=[CH:16][CH:17]([OH:23])[CH2:18][CH2:19][CH2:20][CH2:21][CH3:22])[CH2:13][CH2:12][C:11]1=[O:27]. Procedure details: A mixture of 9-ethylenedioxy-15-hydroxyprost-13-enoic acid methyl ester (35 mg), methanol (3 ml) water (0.5 ml) and p-toluenesulfonic acid (10 mg) is allowed to stand at room temperature overnight, taken up in ether, washed to neutrality with water, dried over magnesium sulfate and the solvent evaporated under reduced pressure to yield 15-hydroxy-9-oxoprost-13-enoic acid methyl ester γmaxFilm 3450, 1745 cm-1, identical to the compound of the same name described in British Pat. No. 1,218,998, cit... Starting materials: SC1=CC=NC=C1 (4-mercaptopyridine), [Na] (sodium), SC1=CC=NC=C1 (4-mercapto pyridine), [H-].[Na+] (NaH), C1CCOC1.CN(C)C=O (THF DMF). The solvent is O (water), C1CCOC1 (THF). Conditions: time 1 hour. The product is N1=CC(=CC=C1)C(=O)O (3-pyridinecarboxylic acid). RXN SMILES: S[C:2]1[CH:7]=[CH:6][N:5]=[CH:4][CH:3]=1.[Na].[H-].[Na+].C1[CH2:15][O:14]CC1.CN(C=[O:20])C>C1COCC1.O>[N:5]1[CH:6]=[CH:7][CH:2]=[C:3]([C:15]([OH:14])=[O:20])[CH:4]=1 |f:2.3,4.5,^1:7|. Procedure: 5.2 g of 90% pyridinium bromide perbromide was added in one portion to a solution of 5 g of 3-pyridinecarboxylic acid, 5-cyano-1,4-dihydro-2,6-dimethyl-4-[2-(trifluoromethyl)phenyl]-, ethyl ester and 1.2 ml pyridine in 150 ml of dry ethanol-free CHCl3 at -10° C. The mixture was stirred for 45 minutes at 0° C. and the bromide (6 g) was obtained by flash chromatography over silica gel (10% EtAc/CH2Cl2). This was dissolved in 30 ml of THF and added dropwise to a suspension of 4-mercaptopyridine, so... The reactants are ClC1=CC=C(C=C1)[N+](=O)[O-] (p-chloro-nitrobenzene), FC=1C=C(C=CC1)O (m-fluoro-phenol), [H-].[Na+] (sodium hydride). Run in O1CCCC1 (tetra-hydrofuran). The product is [N+](=O)([O-])C1=CC=C(OC=2C=C(C=CC2)F)C=C1 (3-(4-nitrophenoxy)-fluorobenzene). As a reaction SMILES: Cl[C:2]1[CH:7]=[CH:6][C:5]([N+:8]([O-:10])=[O:9])=[CH:4][CH:3]=1.[F:11][C:12]1[CH:13]=[C:14]([OH:18])[CH:15]=[CH:16][CH:17]=1.[H-].[Na+]>O1CCCC1>[N+:8]([C:5]1[CH:6]=[CH:7][C:2]([O:18][C:14]2[CH:13]=[C:12]([F:11])[CH:17]=[CH:16][CH:15]=2)=[CH:3][CH:4]=1)([O-:10])=[O:9] |f:2.3|. Procedure: p-chloro-nitrobenzene and m-fluoro-phenol in tetra-hydrofuran in the presence of sodium hydride were reacted to obtain 3-(4-nitrophenoxy)-fluorobenzene which was nitrated to form 4-nitro-3-(4-nitrophenoxy)-fluorobenzene which was reacted as in Example 1 to obtain 0-[4-nitro-3-(4-nitrophenoxy)-phenyl]-hydroxylamine melting at 132° C. Starting materials: O=C([O-])O, CC#N, Cl, [Na+], O=C(CCN1CCC(OC(=O)Nc2ccccc2-c2ccccc2)CC1)NCc1cccc(C(=O)Nc2ccc(C3OCCO3)cc2)c1. The product is O=Cc1ccc(NC(=O)c2cccc(CNC(=O)CCN3CCC(OC(=O)Nc4ccccc4-c4ccccc4)CC3)c2)cc1. As a reaction SMILES: [C:50](=[O:51])([OH:52])[O-:53].[CH3:55][C:56]#[N:57].[ClH:49].[Na+:54].[O:1]1[CH:2]([c:6]2[cH:7][cH:8][c:9]([NH:12][C:13](=[O:14])[c:15]3[cH:16][c:17]([CH2:21][NH:22][C:23](=[O:24])[CH2:25][CH2:26][N:27]4[CH2:28][CH2:29][CH:30]([O:33][C:34]([NH:35][c:36]5[c:37](-[c:42]6[cH:43][cH:44][cH:45][cH:46][cH:47]6)[cH:38][cH:39][cH:40][cH:41]5)=[O:48])[CH2:31][CH2:32]4)[cH:18][cH:19][cH:20]3)[cH:10][cH:11]2)[O:5][CH2:4][CH2:3]1>>[O:1]=[CH:2][c:6]1[cH:7][cH:8][c:9]([NH:12][C:13](=[O:14])[c:15]2[cH:16][c:17]([CH2:21][NH:22][C:23](=[O:24])[CH2:25][CH2:26][N:27]3[CH2:28][CH2:29][CH:30]([O:33][C:34]([NH:35][c:36]4[c:37](-[c:42]5[cH:43][cH:44][cH:45][cH:46][cH:47]5)[cH:38][cH:39][cH:40][cH:41]4)=[O:48])[CH2:31][CH2:32]3)[cH:18][cH:19][cH:20]2)[cH:10][cH:11]1.